From a dataset of the Open Reaction Database (ORD), a public repository of structured organic reaction records. describe an organic reaction: reactants, conditions, products, and yield Starting materials: O=C(NCC(F)(F)C(F)(F)F)C1(CCCCBr)c2ccccc2-c2ccccc21, c1ccc2nc(N3CCNCC3)ccc2c1. Product: O=C(NCC(F)(F)C(F)(F)F)C1(CCCCN2CCN(c3ccc4ccccc4n3)CC2)c2ccccc2-c2ccccc21. RXN SMILES: [F:1][C:2]([CH2:3][NH:4][C:5](=[O:6])[C:7]1([CH2:20][CH2:21][CH2:22][CH2:23][Br:24])[c:8]2[cH:9][cH:10][cH:11][cH:12][c:13]2-[c:14]2[cH:15][cH:16][cH:17][cH:18][c:19]21)([C:25]([F:26])([F:27])[F:28])[F:29].[N:30]1([c:36]2[n:37][c:38]3[cH:39][cH:40][cH:41][cH:42][c:43]3[cH:44][cH:45]2)[CH2:31][CH2:32][NH:33][CH2:34][CH2:35]1>>[F:1][C:2]([CH2:3][NH:4][C:5](=[O:6])[C:7]1([CH2:20][CH2:21][CH2:22][CH2:23][N:33]2[CH2:32][CH2:31][N:30]([c:36]3[n:37][c:38]4[cH:39][cH:40][cH:41][cH:42][c:43]4[cH:44][cH:45]3)[CH2:35][CH2:34]2)[c:8]2[cH:9][cH:10][cH:11][cH:12][c:13]2-[c:14]2[cH:15][cH:16][cH:17][cH:18][c:19]21)([C:25]([F:26])([F:27])[F:28])[F:29]. The reactants are C[C@@]12[C@H](CC[C@H]1[C@@H]1C[C@@H](C3C[C@H](CC[C@]3(C)[C@H]1CC2)O)O)O (androstane-3β,6α,17β-triol). Reagents/catalysts: O=[Mn]=O (MnO2). The solvent is C(Cl)Cl.CC(=O)C (CH2Cl2 acetone). Reaction conditions: temperature 45 celsius, time 8 hour. Yields the product O[C@@H]1CC2C(C[C@H]3[C@@H]4CC[C@@H]([C@@]4(C)CC[C@@H]3[C@]2(CC1)C)O)=O (3β,17β-dihydroxyandrostan-6-one). Yield: 29.9%. Reaction SMILES: [CH3:1][C@:2]12[CH2:19][CH2:18][C@H:17]3[C@@H:7]([CH2:8][C@H:9]([OH:21])[CH:10]4[C@:15]3([CH3:16])[CH2:14][CH2:13][C@H:12]([OH:20])[CH2:11]4)[C@@H:6]1[CH2:5][CH2:4][C@@H:3]2[OH:22]>C(Cl)Cl.CC(C)=O.O=[Mn]=O>[OH:20][C@H:12]1[CH2:13][CH2:14][C@@:15]2([CH3:16])[CH:10]([C:9](=[O:21])[CH2:8][C@@H:7]3[C@@H:17]2[CH2:18][CH2:19][C@@:2]2([CH3:1])[C@H:6]3[CH2:5][CH2:4][C@@H:3]2[OH:22])[CH2:11]1 |f:1.2|. Reported procedure: To a solution of androstane-3β,6α,17β-triol (3.00 g) in CH2Cl2/acetone/—H2O (300/150/6 mL), activated MnO2 (30.0 g, 345 mmol) was added in three portions over 8 h. The mixture was stirred at 45° C. overnight. After cooling to room temperature, the mixture was filtered through Celite. The filtrate was evaporated and the residue was purified by flash chromatography (SiO2, CH2Cl2/n-n-hexane/i-PrOH 10/5/1) to give 3β,17β-dihydroxyandrostan-6-one (0.89 g, 30%). 1H-NMR (300 MHz, DMSO-d6, ppm from TMS)... The reactants are Nc1ccc(OCc2ccccc2)cc1, Cl, O=C(O)c1ccccc1Cl. Product: O=C(O)c1ccccc1Nc1ccc(OCc2ccccc2)cc1. Reaction SMILES: [CH2:12]([c:13]1[cH:14][cH:15][cH:16][cH:17][cH:18]1)[O:19][c:20]1[cH:21][cH:22][c:23]([NH2:24])[cH:25][cH:26]1.[ClH:11].[OH:1][C:2](=[O:3])[c:4]1[cH:5][cH:6][cH:7][cH:8][c:9]1[Cl:10]>>[OH:1][C:2](=[O:3])[c:4]1[cH:5][cH:6][cH:7][cH:8][c:9]1[NH:24][c:23]1[cH:22][cH:21][c:20]([O:19][CH2:12][c:13]2[cH:14][cH:15][cH:16][cH:17][cH:18]2)[cH:26][cH:25]1. Starting materials: COC(=O)C(C)(C)COc1ccc(Br)cc1C1NC(=O)CC(c2cc(Cl)ccc2C)C12C(=O)Nc1cc(Cl)ccc12, C1CCOC1, [Na+], [OH-], O. Product: Cc1ccc(Cl)cc1C1CC(=O)NC(c2cc(Br)ccc2OCC(C)(C)C(=O)O)C12C(=O)Nc1cc(Cl)ccc12. RXN SMILES: [Br:1][c:2]1[cH:3][cH:4][c:5]([O:33][CH2:34][C:35]([CH3:36])([CH3:37])[C:38](=[O:39])[O:40][CH3:41])[c:6]([CH:8]2[NH:9][C:10](=[O:32])[CH2:11][CH:12]([c:24]3[c:25]([CH3:31])[cH:26][cH:27][c:28]([Cl:30])[cH:29]3)[C:13]23[C:14](=[O:23])[NH:15][c:16]2[cH:17][c:18]([Cl:22])[cH:19][cH:20][c:21]23)[cH:7]1.[CH2:45]1[O:46][CH2:47][CH2:48][CH2:49]1.[Na+:43].[OH-:42].[OH2:44]>>[Br:1][c:2]1[cH:3][cH:4][c:5]([O:33][CH2:34][C:35]([CH3:36])([CH3:37])[C:38](=[O:39])[OH:40])[c:6]([CH:8]2[NH:9][C:10](=[O:32])[CH2:11][CH:12]([c:24]3[c:25]([CH3:31])[cH:26][cH:27][c:28]([Cl:30])[cH:29]3)[C:13]23[C:14](=[O:23])[NH:15][c:16]2[cH:17][c:18]([Cl:22])[cH:19][cH:20][c:21]23)[cH:7]1. Starting materials: Brc1cccc(Br)n1, CC(C)(C)OCCO, Cc1ccccc1, [H-], [Na+], O. The product is CC(C)(C)OCCOc1cccc(Br)n1. As a reaction SMILES: [Br:11][c:12]1[n:13][c:14]([Br:18])[cH:15][cH:16][cH:17]1.[C:3]([CH3:4])([CH3:5])([CH3:6])[O:7][CH2:8][CH2:9][OH:10].[CH3:19][c:20]1[cH:21][cH:22][cH:23][cH:24][cH:25]1.[H-:1].[Na+:2].[OH2:26]>>[C:3]([CH3:4])([CH3:5])([CH3:6])[O:7][CH2:8][CH2:9][O:10][c:14]1[n:13][c:12]([Br:11])[cH:17][cH:16][cH:15]1.